From a dataset of the Open Reaction Database (ORD), a public repository of structured organic reaction records. describe an organic reaction: reactants, conditions, products, and yield Reactants: Br, CC(=O)O, COc1c2c(cn(C)c1=O)CCN(Cc1ccc(F)c(Cl)c1)C2=O. The product is Cn1cc2c(c(O)c1=O)C(=O)N(Cc1ccc(F)c(Cl)c1)CC2. As a reaction SMILES: [BrH:25].[CH3:26][C:27](=[O:28])[OH:29].[Cl:1][c:2]1[cH:3][c:4]([CH2:5][N:6]2[C:7](=[O:20])[c:8]3[c:9]([O:18][CH3:19])[c:10](=[O:17])[n:11]([CH3:16])[cH:12][c:13]3[CH2:14][CH2:15]2)[cH:21][cH:22][c:23]1[F:24]>>[Cl:1][c:2]1[cH:3][c:4]([CH2:5][N:6]2[C:7](=[O:20])[c:8]3[c:9]([OH:18])[c:10](=[O:17])[n:11]([CH3:16])[cH:12][c:13]3[CH2:14][CH2:15]2)[cH:21][cH:22][c:23]1[F:24]. The reactants are NC1=CC=C(C=C1)N1C2=C(NC(CC1=O)=O)C1=CC=CC=C1C=C2 (5-(4-Aminophenyl)-1H-naphtho[1,2-b][1,4]diazepine-2,4(3H,5H)-dione), C(C)(C)C1=CC=C(C=C1)S(=O)(=O)Cl (4-isopropylbenzenesulfonyl chloride). Solvent: N1=CC=CC=C1 (pyridine). The product is O=C1CC(N(C2=C(N1)C1=CC=CC=C1C=C2)C2=CC=C(C=C2)NS(=O)(=O)C2=CC=C(C=C2)C(C)C)=O (N-[4-(2,4-Dioxo-1,2,3,4-tetrahydronaphtho[1,2-b][1,4]diazepin-5-yl)phenyl]-4-isopropylbenzenesulfonamide). The yield is 56.9%. RXN SMILES: [NH2:1][C:2]1[CH:7]=[CH:6][C:5]([N:8]2[C:14](=[O:15])[CH2:13][C:12](=[O:16])[NH:11][C:10]3[C:17]4[C:22]([CH:23]=[CH:24][C:9]2=3)=[CH:21][CH:20]=[CH:19][CH:18]=4)=[CH:4][CH:3]=1.[CH:25]([C:28]1[CH:33]=[CH:32][C:31]([S:34](Cl)(=[O:36])=[O:35])=[CH:30][CH:29]=1)([CH3:27])[CH3:26]>N1C=CC=CC=1>[O:16]=[C:12]1[NH:11][C:10]2[C:17]3[C:22]([CH:23]=[CH:24][C:9]=2[N:8]([C:5]2[CH:6]=[CH:7][C:2]([NH:1][S:34]([C:31]4[CH:32]=[CH:33][C:28]([CH:25]([CH3:27])[CH3:26])=[CH:29][CH:30]=4)(=[O:36])=[O:35])=[CH:3][CH:4]=2)[C:14](=[O:15])[CH2:13]1)=[CH:21][CH:20]=[CH:19][CH:18]=3. Procedure: 5-(4-Aminophenyl)-1H-naphtho[1,2-b][1,4]diazepine-2,4(3H,5H)-dione (32 mg, 0.102 mmol) obtained in Example 1, (3), and 4-isopropylbenzenesulfonyl chloride (33 mg, 0.150 mmol) were treated by heating in pyridine (2.0 mL). After the disappearance of the starting materials was confirmed, the same treatment as that of Example 145 was performed to give the title compound (29 mg, yield 58%) as white crystals. Reactants: NNC(=O)c1cc(=O)c(OCc2ccccc2)c[nH]1, Cl, O=N[O-], [Na+], O. Product: [N-]=[N+]=NC(=O)c1cc(=O)c(OCc2ccccc2)c[nH]1. As a reaction SMILES: [CH2:2]([c:3]1[cH:4][cH:5][cH:6][cH:7][cH:8]1)[O:9][c:10]1[c:11](=[O:20])[cH:12][c:13]([C:16](=[O:17])[NH:18][NH2:19])[nH:14][cH:15]1.[ClH:1].[N:21]([O-:22])=[O:23].[Na+:24].[OH2:25]>>[CH2:2]([c:3]1[cH:4][cH:5][cH:6][cH:7][cH:8]1)[O:9][c:10]1[c:11](=[O:20])[cH:12][c:13]([C:16](=[O:17])[N:18]=[N+:19]=[N-:21])[nH:14][cH:15]1. Starting materials: C(C1=CC=CC=C1)(=O)Cl (benzoyl chloride), CN(C)CCN1C(=NC2=C1C=CC=C2)N (1-(N,N-dimethylaminoethyl)-2-aminobenzimidazole). Yields the product Cl.CN(C)CCN1C(=NC2=C1C=CC=C2)NC(C2=CC=CC=C2)=O (1-(N,N-Dimethylaminoethyl)-2-benzamidobenzimidazole hydrochloride). As a reaction SMILES: [C:1]([Cl:9])(=[O:8])[C:2]1[CH:7]=[CH:6][CH:5]=[CH:4][CH:3]=1.[CH3:10][N:11]([CH2:13][CH2:14][N:15]1[C:19]2[CH:20]=[CH:21][CH:22]=[CH:23][C:18]=2[N:17]=[C:16]1[NH2:24])[CH3:12]>>[ClH:9].[CH3:12][N:11]([CH2:13][CH2:14][N:15]1[C:19]2[CH:20]=[CH:21][CH:22]=[CH:23][C:18]=2[N:17]=[C:16]1[NH:24][C:1](=[O:8])[C:2]1[CH:7]=[CH:6][CH:5]=[CH:4][CH:3]=1)[CH3:10] |f:2.3|. Procedure: 1-(N,N-Dimethylaminoethyl)-2-benzamidobenzimidazole hydrochloride was prepared by the method of Example 1 using benzoyl chloride and 1-(N,N-dimethylaminoethyl)-2-aminobenzimidazole. MS 308 (M+1). 1H NMR (DMSO): δ 2.92 (s, 3H), 2.94 (s, 3H), 3.60 (m, 2H), 4.75 (m, 2H), 7.27-8.33 (m, 9H), 10.81 (broad s, NH). Reactants: C1(=CC=C(C=C1)S(=O)(=O)O)C (p-toluenesulphonic acid), N (ammonia), C1(CCCCC1)N1CCN(CC1)C(CC(C)=O)=O (3-oxo-butyric acid 4-cyclohexylpiperazide). The solvent is O1CCCC1 (tetrahydrofuran). Run at time 8 hour. Yields the product C1(CCCCC1)N1CCN(CC1)C(\C=C(\C)/N)=O (3-Aminocrotonic acid 4-cyclohexylpiperazide). RXN SMILES: [CH:1]1([N:7]2[CH2:12][CH2:11][N:10]([C:13](=[O:18])[CH2:14][C:15](=O)[CH3:16])[CH2:9][CH2:8]2)[CH2:6][CH2:5][CH2:4][CH2:3][CH2:2]1.C1(C)C=CC(S(O)(=O)=O)=CC=1.[NH3:30]>O1CCCC1>[CH:1]1([N:7]2[CH2:12][CH2:11][N:10]([C:13](=[O:18])/[CH:14]=[C:15](\[NH2:30])/[CH3:16])[CH2:9][CH2:8]2)[CH2:6][CH2:5][CH2:4][CH2:3][CH2:2]1. Procedure: 0.1 mol of crude 3-oxo-butyric acid 4-cyclohexylpiperazide is dissolved in 150 ml of tetrahydrofuran and, under reflux, after addition of 0.5 g of p-toluenesulphonic acid, ammonia is passed in for 4 hours. The mixture is allowed to stand at room temperature overnight, the solvent is removed by distillation in vacuo, and the residue is crystallized from toluene/petroleum ether. Starting materials: COC(=O)c1sc(-c2ccc(Cl)cc2)cc1N(C(=O)OC(C)(C)C)C(=O)OC(C)(C)C, C1CCOC1, CO, [Na+], [OH-]. Yields the product CC(C)(C)OC(=O)N(C(=O)OC(C)(C)C)c1cc(-c2ccc(Cl)cc2)sc1C(=O)O. As a reaction SMILES: [C:1]([CH3:2])([CH3:3])([CH3:4])[O:5][C:6](=[O:7])[N:8]([c:9]1[c:10]([C:21](=[O:22])[O:23][CH3:24])[s:11][c:12](-[c:14]2[cH:15][cH:16][c:17]([Cl:20])[cH:18][cH:19]2)[cH:13]1)[C:25](=[O:26])[O:27][C:28]([CH3:29])([CH3:30])[CH3:31].[CH2:34]1[O:35][CH2:36][CH2:37][CH2:38]1.[CH3:39][OH:40].[Na+:33].[OH-:32]>>[C:1]([CH3:2])([CH3:3])([CH3:4])[O:5][C:6](=[O:7])[N:8]([c:9]1[c:10]([C:21](=[O:22])[OH:23])[s:11][c:12](-[c:14]2[cH:15][cH:16][c:17]([Cl:20])[cH:18][cH:19]2)[cH:13]1)[C:25](=[O:26])[O:27][C:28]([CH3:29])([CH3:30])[CH3:31].